Dataset: the Open Reaction Database (ORD), a public repository of structured organic reaction records. Task: describe an organic reaction: reactants, conditions, products, and yield Starting materials: CC(C)(C)OC(=O)CBr, COC(C)C(=O)N1N=C(c2cc(F)ccc2F)SC1(CCCN)c1ccccc1. The product is CC(OCC(=O)OC(C)(C)C)C(=O)N1N=C(c2cc(F)ccc2F)SC1(CCCN)c1ccccc1. RXN SMILES: [Br:1][CH2:2][C:3](=[O:4])[O:5][C:6]([CH3:7])([CH3:8])[CH3:9].[NH2:10][CH2:11][CH2:12][CH2:13][C:14]1([c:33]2[cH:34][cH:35][cH:36][cH:37][cH:38]2)[S:15][C:16]([c:25]2[c:26]([F:32])[cH:27][cH:28][c:29]([F:31])[cH:30]2)=[N:17][N:18]1[C:19]([CH:20]([CH3:21])[O:22][CH3:23])=[O:24]>>[CH2:2]([C:3](=[O:4])[O:5][C:6]([CH3:7])([CH3:8])[CH3:9])[O:22][CH:20]([C:19]([N:18]1[C:14]([CH2:13][CH2:12][CH2:11][NH2:10])([c:33]2[cH:34][cH:35][cH:36][cH:37][cH:38]2)[S:15][C:16]([c:25]2[c:26]([F:32])[cH:27][cH:28][c:29]([F:31])[cH:30]2)=[N:17]1)=[O:24])[CH3:21]. Reactants: [Br-], CCOCC, CON(C)C(=O)c1cc(O[Si](C)(C)C(C)(C)C)ccc1N, C1CCOC1, O, Cc1cccc([Mg+])c1. The product is Cc1cccc(C(=O)c2cc(O[Si](C)(C)C(C)(C)C)ccc2N)c1. Reaction SMILES: [Br-:22].[CH3:37][CH2:38][O:39][CH2:40][CH3:41].[NH2:1][c:2]1[c:3]([C:4](=[O:5])[N:6]([O:7][CH3:8])[CH3:9])[cH:10][c:11]([O:14][Si:15]([CH3:16])([CH3:17])[C:18]([CH3:19])([CH3:20])[CH3:21])[cH:12][cH:13]1.[O:31]1[CH2:32][CH2:33][CH2:34][CH2:35]1.[OH2:36].[c:23]1([CH3:30])[cH:24][c:25]([Mg+:29])[cH:26][cH:27][cH:28]1>>[NH2:1][c:2]1[c:3]([C:4](=[O:5])[c:25]2[cH:24][c:23]([CH3:30])[cH:28][cH:27][cH:26]2)[cH:10][c:11]([O:14][Si:15]([CH3:16])([CH3:17])[C:18]([CH3:19])([CH3:20])[CH3:21])[cH:12][cH:13]1. The reactants are [H-].[Na+] (NaH), oil, N1C(=CC2=CC=C(C=C12)C(=O)OCC)C(=O)OCC (diethyl 1H-indole-2,6-dicarboxylate), N1C(=CC2=CC=C(C=C12)C(=O)OCC)C(=O)OCC (diethyl 1H-indole-2,6-dicarboxylate), CC1CCN(S(O1)(=O)=O)C(=O)OC(C)(C)C (tert-butyl 6-methyl-1,2,3-oxathiazinane-3-carboxylate 2,2-dioxide), [NH4+].[Cl-] (NH4Cl). Solvent: CN(C)C=O (DMF), CN(C)C=O (DMF), CN(C)C=O (DMF). Conditions: temperature 0 celsius, time 20 minute. Yields the product C(C)(C)(C)OC(=O)NCCC(C)N1C(=CC2=CC=C(C=C12)C(=O)OCC)C(=O)OCC (diethyl 1-{4-[(tert-butoxycarbonyl)amino]butan-2-yl}-1H-indole-2,6-dicarboxylate). Yield: 133.6%. Reaction SMILES: [H-].[Na+].[NH:3]1[C:11]2[C:6](=[CH:7][CH:8]=[C:9]([C:12]([O:14][CH2:15][CH3:16])=[O:13])[CH:10]=2)[CH:5]=[C:4]1[C:17]([O:19][CH2:20][CH3:21])=[O:18].[CH3:22][CH:23]1OS(=O)(=O)[N:26]([C:31]([O:33][C:34]([CH3:37])([CH3:36])[CH3:35])=[O:32])[CH2:25][CH2:24]1.[NH4+].[Cl-]>CN(C=O)C>[C:34]([O:33][C:31]([NH:26][CH2:25][CH2:24][CH:23]([N:3]1[C:11]2[C:6](=[CH:7][CH:8]=[C:9]([C:12]([O:14][CH2:15][CH3:16])=[O:13])[CH:10]=2)[CH:5]=[C:4]1[C:17]([O:19][CH2:20][CH3:21])=[O:18])[CH3:22])=[O:32])([CH3:37])([CH3:36])[CH3:35] |f:0.1,4.5|. Procedure details: To a stirred suspension of 60% NaH dispersion in mineral oil (78.8 mg, 2.0 mmol) in DMF (2.5 mL) cooled to 0° C. is added a solution of diethyl 1H-indole-2,6-dicarboxylate (Intermediate A, 561 mg, 2.1 mmol) in DMF (3 mL). The mixture is stirred for 20 min and a solution of tert-butyl 6-methyl-1,2,3-oxathiazinane-3-carboxylate 2,2-dioxide (450 mg, 1.8 mmol) in DMF (2.5 mL) is added. The reaction mixture is stirred for 30 min at 0° C. and it is warmed to room temperature and stirred for 48 h. Satu... As a reaction SMILES: [NH2:1][CH2:2][CH2:3][CH2:4][CH2:5][C:6]([OH:8])=[O:7].[CH2:9](O)[CH2:10][CH2:11][CH2:12][CH2:13][CH2:14][CH2:15][CH2:16][CH2:17][CH2:18][CH2:19][CH2:20][CH2:21][CH2:22][CH2:23][CH2:24][CH2:25][CH3:26].O.C1(C)C=CC(S(O)(=O)=O)=CC=1.S(C1C=CC(C)=CC=1)([O-])(=O)=O>C1(C)C=CC=CC=1>[NH2:1][CH2:2][CH2:3][CH2:4][CH2:5][C:6]([O:8][CH2:26][CH2:25][CH2:24][CH2:23][CH2:22][CH2:21][CH2:20][CH2:19][CH2:18][CH2:17][CH2:16][CH2:15][CH2:14][CH2:13][CH2:12][CH2:11][CH2:10][CH3:9])=[O:7] |f:2.3|. Isolated yield 90.0%. Starting materials: S(=O)(=O)([O-])C1=CC=C(C)C=C1 (tosylate), NCCCCC(=O)O (5-aminopentanoic acid), C(CCCCCCCCCCCCCCCCC)O (stearyl alcohol), O.C1(=CC=C(C=C1)S(=O)(=O)O)C (p-toluenesulfonic acid monohydrate). The product is NCCCCC(=O)OCCCCCCCCCCCCCCCCCC (octadecyl 5-aminopentanoate). Reaction conditions: temperature 0 celsius, time 90 minute. Procedure: A mixture of 5.05 gm (43.1 mmole) of 5-aminopentanoic acid, 23.3 gm (86.1 mmole) of stearyl alcohol, and 12.0 gm (63.1 mmole) of p-toluenesulfonic acid monohydrate in 200 ml of toluene was heated at reflux, using a Dean-Stark trap to remove water. After 90 minutes, the solution was allowed to cool to 0° C., giving a heavy gelatinous precipitate. The crude ester was collected, washed thoroughly with toluene, triturated with diethyl ether, and dried in vacuo to give 21.1 gm (38.8 mmole) of fluffy ... The solvent is C1(=CC=CC=C1)C (toluene). Reactants: CC#N, CN1C(=O)C(F)=C(O)CC1(N)C#N, O=P(Cl)(Cl)Cl. Product: CN1C(=O)C(F)=C(Cl)CC1(N)C#N. As a reaction SMILES: [CH3:19][C:20]#[N:21].[NH2:1][C:2]1([C:12]#[N:13])[N:3]([CH3:11])[C:4](=[O:10])[C:5]([F:9])=[C:6]([OH:8])[CH2:7]1.[P:14]([Cl:15])([Cl:16])([Cl:17])=[O:18]>>[NH2:1][C:2]1([C:12]#[N:13])[N:3]([CH3:11])[C:4](=[O:10])[C:5]([F:9])=[C:6]([Cl:16])[CH2:7]1. The reactants are C(C)(C)(C)OC(=O)N1C(CCCC1)CCOC1=C(C(NC2=CC(=C(C=C12)NS(=O)(=O)C=1SC=CC1)Cl)=O)C1=CC(=CC(=C1)C)C (2-{2-[7-chloro-3-(3,5-dimethylphenyl)-2-oxo-6-(thiophene-2-sulfonylamino)-1,2-dihydroquinolin-4-yloxy]-ethyl}-piperidine-1-carboxylic acid tert-butyl ester), FC(C(=O)O)(F)F (trifluoroacetic acid). Reagents/catalysts: C1(=CC=CC=C1)OC (anisole). The solvent is C(Cl)Cl (methylene chloride). The product is ClC1=C(C=C2C(=C(C(NC2=C1)=O)C1=CC(=CC(=C1)C)C)OCCC1NCCCC1)NS(=O)(=O)C=1SC=CC1 (Thiophene-2-sulfonic acid [7-chloro-3-(3,5-dimethylphenyl)-2-oxo-4-(2-piperidin-2-yl-ethoxy)-1,2-dihydroquinolin-6-yl]-amide). RXN SMILES: C(OC([N:8]1[CH2:13][CH2:12][CH2:11][CH2:10][CH:9]1[CH2:14][CH2:15][O:16][C:17]1[C:26]2[C:21](=[CH:22][C:23]([Cl:36])=[C:24]([NH:27][S:28]([C:31]3[S:32][CH:33]=[CH:34][CH:35]=3)(=[O:30])=[O:29])[CH:25]=2)[NH:20][C:19](=[O:37])[C:18]=1[C:38]1[CH:43]=[C:42]([CH3:44])[CH:41]=[C:40]([CH3:45])[CH:39]=1)=O)(C)(C)C.FC(F)(F)C(O)=O>C(Cl)Cl.C1(OC)C=CC=CC=1>[Cl:36][C:23]1[CH:22]=[C:21]2[C:26]([C:17]([O:16][CH2:15][CH2:14][CH:9]3[CH2:10][CH2:11][CH2:12][CH2:13][NH:8]3)=[C:18]([C:38]3[CH:43]=[C:42]([CH3:44])[CH:41]=[C:40]([CH3:45])[CH:39]=3)[C:19](=[O:37])[NH:20]2)=[CH:25][C:24]=1[NH:27][S:28]([C:31]1[S:32][CH:33]=[CH:34][CH:35]=1)(=[O:30])=[O:29]. Procedure details: To a solution of 2-{2-[7-chloro-3-(3,5-dimethylphenyl)-2-oxo-6-(thiophene-2-sulfonylamino)-1,2-dihydroquinolin-4-yloxy]-ethyl}-piperidine-1-carboxylic acid tert-butyl ester in 5 mL methylene chloride was added a few drops of anisole followed by 1.0 mL of trifluoroacetic acid and the mixture stirred at room temperature. After 30 minutes the solvents were removed in vacuo and the resulting residue purified by flash chromatography on silica gel (methylene chloride:10% ammonium hydroxide in methanol... The reactants are N#CC(Cl)CSCC(N)=O, Cl, Cc1ccc(S(=O)(=O)Cl)cc1. The product is N#CCSCC(Cl)C#N. Reaction SMILES: [Cl:1][CH:2]([CH2:3][S:4][CH2:5][C:6](=[O:7])[NH2:8])[C:9]#[N:10].[ClH:22].[S:11]([Cl:12])([c:13]1[cH:14][cH:15][c:16]([CH3:17])[cH:18][cH:19]1)(=[O:20])=[O:21]>>[Cl:1][CH:2]([CH2:3][S:4][CH2:5][C:6]#[N:8])[C:9]#[N:10]. Reactants: COC(COC1=C2C(=C(C(=NC2=C(C=C1)F)CC)CC1=CC=C(C=C1)Cl)OC(F)F)=O ([3-(4-chlorobenzyl)-4-difluoromethoxy-2-ethyl-8-fluoroquinolin-5-yloxy]acetic acid methyl ester), CO (methanol), [OH-].[Na+] (sodium hydroxide). The solvent is C(C)(=O)O (acetic acid). As a reaction SMILES: C[O:2][C:3](=[O:31])[CH2:4][O:5][C:6]1[CH:15]=[CH:14][C:13]([F:16])=[C:12]2[C:7]=1[C:8]([O:27][CH:28]([F:30])[F:29])=[C:9]([CH2:19][C:20]1[CH:25]=[CH:24][C:23]([Cl:26])=[CH:22][CH:21]=1)[C:10]([CH2:17][CH3:18])=[N:11]2.CO.[OH-].[Na+]>C(O)(=O)C>[Cl:26][C:23]1[CH:22]=[CH:21][C:20]([CH2:19][C:9]2[C:10]([CH2:17][CH3:18])=[N:11][C:12]3[C:7]([C:8]=2[O:27][CH:28]([F:30])[F:29])=[C:6]([O:5][CH2:4][C:3]([OH:31])=[O:2])[CH:15]=[CH:14][C:13]=3[F:16])=[CH:25][CH:24]=1 |f:2.3|. Procedure: A solution of [3-(4-chlorobenzyl)-4-difluoromethoxy-2-ethyl-8-fluoroquinolin-5-yloxy]acetic acid methyl ester (0.11 g), methanol (10 mL), and 5.0 M aqueous sodium hydroxide solution (1.0 mL) was stirred at room temperature for 30 minutes. The pH of the solution was adjusted to 5 by the addition of glacial acetic acid. The solvent was removed under reduced pressured and the residue purified by preparative reverse-phase HPLC using a gradient over 30 minutes of acetonitrile in water (40% to 95% of ... Yields the product ClC1=CC=C(CC=2C(=NC3=C(C=CC(=C3C2OC(F)F)OCC(=O)O)F)CC)C=C1 ([3-(4-chlorobenzyl)-4-difluoromethoxy-2-ethyl-8-fluoroquinolin-5-yloxy]acetic Acid).